describe an organic reaction: reactants, conditions, products, and yield From a dataset of the Open Reaction Database (ORD), a public repository of structured organic reaction records. The reactants are N=C(N)NC(=N)NCc1ccccc1, CCO, CCCCCCCCCCCC=O, Cl, Cl. The product is CCCCCCCCCCCC1N=C(N)NC(NCc2ccccc2)=N1, Cl. Reaction SMILES: [CH2:16]([c:17]1[cH:18][cH:19][cH:20][cH:21][cH:22]1)[NH:23][C:24](=[NH:25])[NH:26][C:27](=[NH:28])[NH2:29].[CH3:30][CH2:31][OH:32].[CH:1]([CH2:2][CH2:3][CH2:4][CH2:5][CH2:6][CH2:7][CH2:8][CH2:9][CH2:10][CH2:11][CH3:12])=[O:13].[ClH:14].[ClH:15]>>[CH:1]1([CH2:2][CH2:3][CH2:4][CH2:5][CH2:6][CH2:7][CH2:8][CH2:9][CH2:10][CH2:11][CH3:12])[N:25]=[C:24]([NH:23][CH2:16][c:17]2[cH:18][cH:19][cH:20][cH:21][cH:22]2)[NH:26][C:27]([NH2:29])=[N:28]1.[ClH:14].